This data is from the Open Reaction Database (ORD), a public repository of structured organic reaction records. The task is: describe an organic reaction: reactants, conditions, products, and yield The yield is 79.3%. Starting materials: C(C1=CC=CC=C1)N1CC(C(C(C1=O)=C1SC=CS1)=O)C(=O)OCC (Ethyl 1-benzyl-5-(1,3-dithiol-2-ylidene)-4.6-dioxopiperidine-3-carboxylate), C(C)I (ethyl iodide). Reaction SMILES: [CH2:1]([N:8]1[C:13](=[O:14])[C:12](=[C:15]2[S:19][CH:18]=[CH:17][S:16]2)[C:11](=[O:20])[CH:10]([C:21]([O:23][CH2:24][CH3:25])=[O:22])[CH2:9]1)[C:2]1[CH:7]=[CH:6][CH:5]=[CH:4][CH:3]=1.[CH2:26](I)[CH3:27]>>[CH2:1]([N:8]1[C:13](=[O:14])[C:12](=[C:15]2[S:16][CH:17]=[CH:18][S:19]2)[C:11](=[O:20])[C:10]([CH2:26][CH3:27])([C:21]([O:23][CH2:24][CH3:25])=[O:22])[CH2:9]1)[C:2]1[CH:7]=[CH:6][CH:5]=[CH:4][CH:3]=1. Procedure details: Ethyl 1-benzyl-5-(1,3-dithiol-2-ylidene)-4.6-dioxopiperidine-3-carboxylate (2.70 g) and ethyl iodide (0.71 ml) are treated in the same manner as described in Example 25-(1), whereby ethyl 1-benzyl-5-(1,3-dithiol-2-ylidene)-3-ethyl-4,6-dioxopiperidine-3-carboxylate (2.30 g, 79.3%) is obtained as pale yellow oil. Product: C(C1=CC=CC=C1)N1CC(C(C(C1=O)=C1SC=CS1)=O)(C(=O)OCC)CC (ethyl 1-benzyl-5-(1,3-dithiol-2-ylidene)-3-ethyl-4,6-dioxopiperidine-3-carboxylate). The reactants are COC(=O)C=1N(C=C(C1)C#N)N(CCC(C)C)C(CC(=O)OCC)=O (4-cyano-1-[(2-ethoxycarbonyl-acetyl)-(3-methyl-butyl)-amino]-1H-pyrrole-2-carboxylic acid methyl ester), solution, [O-]CC.[Na+] (sodium ethoxide). The solvent is C(C)O (ethanol), C(C)O (ethanol). Run at temperature 40 celsius. Product: C(C)OC(=O)C1=C(C=2N(N(C1=O)CCC(C)C)C=C(C2)C#N)O (6-cyano-4-hydroxy-1-(3-methyl-butyl)-2-oxo-1,2-dihydro-pyrrolo[1,2-b]pyridazine-3-carboxylic acid ethyl ester). As a reaction SMILES: CO[C:3]([C:5]1[N:6]([N:12]([C:18](=[O:25])[CH2:19][C:20]([O:22][CH2:23][CH3:24])=[O:21])[CH2:13][CH2:14][CH:15]([CH3:17])[CH3:16])[CH:7]=[C:8]([C:10]#[N:11])[CH:9]=1)=[O:4].[O-]CC.[Na+]>C(O)C>[CH2:23]([O:22][C:20]([C:19]1[C:18](=[O:25])[N:12]([CH2:13][CH2:14][CH:15]([CH3:16])[CH3:17])[N:6]2[CH:7]=[C:8]([C:10]#[N:11])[CH:9]=[C:5]2[C:3]=1[OH:4])=[O:21])[CH3:24] |f:1.2|. Procedure details: To a solution of crude 4-cyano-1-[(2-ethoxycarbonyl-acetyl)-(3-methyl-butyl)-amino]-1H-pyrrole-2-carboxylic acid methyl ester (Example 15d, 2.552 mmol) in ethanol (30 mL) was added a 21% solution of sodium ethoxide in ethanol (2.07 g, 6.380 mmol) and the mixture was heated at 40° C. for 16 h. Upon cooling, the mixture was quenched with 1.0 M aqueous hydrochloric acid solution and brine. The aqueous mixture was extracted with ethyl acetate and the combined organic layers were dried over sodium su...